From a dataset of the Open Reaction Database (ORD), a public repository of structured organic reaction records. describe an organic reaction: reactants, conditions, products, and yield The reactants are CC(=NN)N(C)C, CO, O=C1c2ccc(Cl)cc2CC1c1cccc(Cl)c1. Yields the product CC(=NN=C1c2ccc(Cl)cc2CC1c1cccc(Cl)c1)N(C)C. Reaction SMILES: [CH3:1][N:2]([C:3]([CH3:4])=[N:5][NH2:6])[CH3:7].[CH3:26][OH:27].[Cl:8][c:9]1[cH:10][c:11]2[c:15]([cH:16][cH:17]1)[C:14](=[O:18])[CH:13]([c:19]1[cH:20][c:21]([Cl:25])[cH:22][cH:23][cH:24]1)[CH2:12]2>>[CH3:1][N:2]([C:3]([CH3:4])=[N:5][N:6]=[C:14]1[CH:13]([c:19]2[cH:20][c:21]([Cl:25])[cH:22][cH:23][cH:24]2)[CH2:12][c:11]2[cH:10][c:9]([Cl:8])[cH:17][cH:16][c:15]21)[CH3:7]. Reactants: CCC1Cc2ccc(F)cc2N1, [Cl-], O=C(O)c1cc(Cl)ncn1, ClCCl, [Na+], [OH-]. The product is CCC1Cc2ccc(F)cc2N1C(=O)c1cc(Cl)ncn1. Reaction SMILES: [CH2:1]([CH3:2])[CH:3]1[NH:4][c:5]2[cH:6][c:7]([F:12])[cH:8][cH:9][c:10]2[CH2:11]1.[Cl-:13].[Cl:14][c:15]1[cH:16][c:17]([C:21](=[O:22])[OH:23])[n:18][cH:19][n:20]1.[Cl:26][CH2:27][Cl:28].[Na+:25].[OH-:24]>>[CH2:1]([CH3:2])[CH:3]1[N:4]([C:21]([c:17]2[cH:16][c:15]([Cl:14])[n:20][cH:19][n:18]2)=[O:22])[c:5]2[cH:6][c:7]([F:12])[cH:8][cH:9][c:10]2[CH2:11]1. The reactants are Cc1cc(C)cc(-c2c(OCCC3CCCCN3C(=O)OC(C)(C)C)c3cc(N4C(=O)CN(C)C4=O)c(Cl)cc3[nH]c2=O)c1, ClCCl, COc1ccccc1, O=C(O)C(F)(F)F. RXN SMILES: [C:1]([O:2][C:3](=[O:4])[N:8]1[CH:9]([CH2:14][CH2:15][O:16][c:17]2[c:18](-[c:37]3[cH:38][c:39]([CH3:44])[cH:40][c:41]([CH3:43])[cH:42]3)[c:19](=[O:36])[nH:20][c:21]3[cH:22][c:23]([Cl:35])[c:24]([N:27]4[C:28](=[O:34])[N:29]([CH3:33])[CH2:30][C:31]4=[O:32])[cH:25][c:26]23)[CH2:10][CH2:11][CH2:12][CH2:13]1)([CH3:5])([CH3:6])[CH3:7].[CH2:60]([Cl:61])[Cl:62].[CH3:45][O:46][c:47]1[cH:48][cH:49][cH:50][cH:51][cH:52]1.[OH:53][C:54]([C:55]([F:56])([F:57])[F:58])=[O:59]>>[NH:8]1[CH:9]([CH2:14][CH2:15][O:16][c:17]2[c:18](-[c:37]3[cH:38][c:39]([CH3:44])[cH:40][c:41]([CH3:43])[cH:42]3)[c:19](=[O:36])[nH:20][c:21]3[cH:22][c:23]([Cl:35])[c:24]([N:27]4[C:28](=[O:34])[N:29]([CH3:33])[CH2:30][C:31]4=[O:32])[cH:25][c:26]23)[CH2:10][CH2:11][CH2:12][CH2:13]1. Product: Cc1cc(C)cc(-c2c(OCCC3CCCCN3)c3cc(N4C(=O)CN(C)C4=O)c(Cl)cc3[nH]c2=O)c1.